This data is from the Open Reaction Database (ORD), a public repository of structured organic reaction records. The task is: describe an organic reaction: reactants, conditions, products, and yield Starting materials: Cc1c(Cl)nc2nc(SCc3ccccc3)nn2c1Cl, [Cu], [Zn]. Yields the product Cc1cn2nc(SCc3ccccc3)nc2nc1Cl. RXN SMILES: [CH2:1]([c:2]1[cH:3][cH:4][cH:5][cH:6][cH:7]1)[S:8][c:9]1[n:10][n:11]2[c:12]([n:13][c:14]([Cl:19])[c:15]([CH3:18])[c:16]2[Cl:17])[n:20]1.[Cu:21].[Zn:22]>>[CH2:1]([c:2]1[cH:3][cH:4][cH:5][cH:6][cH:7]1)[S:8][c:9]1[n:10][n:11]2[c:12]([n:13][c:14]([Cl:19])[c:15]([CH3:18])[cH:16]2)[n:20]1. Reactants: CCCN(CCC)C1COc2c(F)ccc(S(=O)(=O)C(F)(F)F)c2C1, CCO, Cc1ccccc1, [Cl-], [Li+], N, [Na+], [Na+], O=C([O-])[O-], c1ccc(P(c2ccccc2)(c2ccccc2)[Pd](P(c2ccccc2)(c2ccccc2)c2ccccc2)(P(c2ccccc2)(c2ccccc2)c2ccccc2)P(c2ccccc2)(c2ccccc2)c2ccccc2)cc1, OB(O)c1ccco1. The product is CCCN(CCC)C1COc2c(F)ccc(-c3ccco3)c2C1. Reaction SMILES: [CH2:1]([CH2:2][CH3:3])[N:4]([CH:5]1[CH2:6][O:7][c:8]2[c:9]([F:22])[cH:10][cH:11][c:12]([S:15]([C:16]([F:17])([F:18])[F:19])(=[O:20])=[O:21])[c:13]2[CH2:14]1)[CH2:23][CH2:24][CH3:25].[CH3:120][CH2:121][OH:122].[CH3:123][c:124]1[cH:125][cH:126][cH:127][cH:128][cH:129]1.[Cl-:35].[Li+:34].[NH3:42].[Na+:36].[Na+:37].[O-:38][C:39](=[O:40])[O-:41].[cH:43]1[cH:44][cH:45][c:46]([P:47]([Pd:48]([P:49]([c:50]2[cH:51][cH:52][cH:53][cH:54][cH:55]2)([c:56]2[cH:57][cH:58][cH:59][cH:60][cH:61]2)[c:62]2[cH:63][cH:64][cH:65][cH:66][cH:67]2)([P:68]([c:69]2[cH:70][cH:71][cH:72][cH:73][cH:74]2)([c:75]2[cH:76][cH:77][cH:78][cH:79][cH:80]2)[c:81]2[cH:82][cH:83][cH:84][cH:85][cH:86]2)[P:87]([c:88]2[cH:89][cH:90][cH:91][cH:92][cH:93]2)([c:94]2[cH:95][cH:96][cH:97][cH:98][cH:99]2)[c:100]2[cH:101][cH:102][cH:103][cH:104][cH:105]2)([c:106]2[cH:107][cH:108][cH:109][cH:110][cH:111]2)[c:112]2[cH:113][cH:114][cH:115][cH:116][cH:117]2)[cH:118][cH:119]1.[o:26]1[c:27]([B:31]([OH:32])[OH:33])[cH:28][cH:29][cH:30]1>>[CH2:1]([CH2:2][CH3:3])[N:4]([CH:5]1[CH2:6][O:7][c:8]2[c:9]([F:22])[cH:10][cH:11][c:12](-[c:27]3[o:26][cH:30][cH:29][cH:28]3)[c:13]2[CH2:14]1)[CH2:23][CH2:24][CH3:25]. Starting materials: CN1CCNCC1 (1-methyl-piperazine), C1(=CC=CC=C1)S(=O)(=O)C=1C(=NN2C1N=C(C=C2N2CCN(CC2)C)Cl)CC (3-benzenesulphonyl-5-chloro-2-ethyl-7-(4-methyl-piperazin-1-yl)-pyrazolo[1,5-a]pyrimidine). Solvent: CN(C)C=O (DMF), CN(C)C=O (DMF). Run at time 1 hour. The product is C1(=CC=CC=C1)S(=O)(=O)C=1C(=NN2C1N=C(C=C2N2CCN(CC2)C)N2CCN(CC2)C)CC (3-benzenesulphonyl-2-ethyl-5,7-bis-(4-methyl-piperazin-1-yl)-pyrazolo[1,5-a]pyrimidine). The yield is 6.9%. As a reaction SMILES: [CH3:1][N:2]1[CH2:7][CH2:6][NH:5][CH2:4][CH2:3]1.[C:8]1([S:14]([C:17]2[C:18]([CH2:34][CH3:35])=[N:19][N:20]3[C:25]([N:26]4[CH2:31][CH2:30][N:29]([CH3:32])[CH2:28][CH2:27]4)=[CH:24][C:23](Cl)=[N:22][C:21]=23)(=[O:16])=[O:15])[CH:13]=[CH:12][CH:11]=[CH:10][CH:9]=1>CN(C=O)C>[C:8]1([S:14]([C:17]2[C:18]([CH2:34][CH3:35])=[N:19][N:20]3[C:25]([N:26]4[CH2:31][CH2:30][N:29]([CH3:32])[CH2:28][CH2:27]4)=[CH:24][C:23]([N:5]4[CH2:6][CH2:7][N:2]([CH3:1])[CH2:3][CH2:4]4)=[N:22][C:21]=23)(=[O:16])=[O:15])[CH:13]=[CH:12][CH:11]=[CH:10][CH:9]=1. Procedure details: 0.33 ml (3 mmol) of 1-methyl-piperazine in 5 ml of DMF was added to a solution of 0.50 g (1.2 mmol) of 3-benzenesulphonyl-5-chloro-2-ethyl-7-(4-methyl-piperazin-1-yl)-pyrazolo[1,5-a]pyrimidine in 15 ml of DMF and stirred at 100° for 1 hr. After cooling to RT the reaction solution was evaporated and the residue was partitioned between 2N NaOH and CH2Cl2. The aqueous phase was extracted three times with CH2Cl2, and the combined organic phases were dried (MgSO4), filtered and evaporated. Subsequent... Reactants: ClC=1C=C(N)C=CC1 (m-Chloroaniline), C(C)OC(C(CC(C)=O)C(C1=CC=CC=C1)=O)=O (2-benzoyl-4-oxo-pentanoic acid ethyl ester), CC1=CC=C(C=C1)S(=O)(=O)O (tosic acid). The solvent is C(C)O (ethanol). Product: C(C)OC(=O)C1=C(N(C(=C1)C)C1=CC(=CC=C1)Cl)C1=CC=CC=C1 (1-(3-Chlorophenyl)-5-methyl-2-phenyl-1H-pyrrole-3-carboxylic Acid Ethyl Ester). Reaction SMILES: [Cl:1][C:2]1[CH:3]=[C:4]([CH:6]=[CH:7][CH:8]=1)[NH2:5].[CH2:9]([O:11][C:12](=[O:26])[CH:13]([C:18](=O)[C:19]1[CH:24]=[CH:23][CH:22]=[CH:21][CH:20]=1)[CH2:14][C:15](=O)[CH3:16])[CH3:10].CC1C=CC(S(O)(=O)=O)=CC=1>C(O)C>[CH2:9]([O:11][C:12]([C:13]1[CH:14]=[C:15]([CH3:16])[N:5]([C:4]2[CH:6]=[CH:7][CH:8]=[C:2]([Cl:1])[CH:3]=2)[C:18]=1[C:19]1[CH:20]=[CH:21][CH:22]=[CH:23][CH:24]=1)=[O:26])[CH3:10]. Reported procedure: m-Chloroaniline (5 mmol, 0.6 g), 2-benzoyl-4-oxo-pentanoic acid ethyl ester (5 mmol, 1.2 g), and tosic acid (0.1 g) were combined in ethanol, then heated under reflux. Upon completion of the reaction, the crude solid was recrystallized from ethanol to provide the named product (m.p. 93.2° C.-94.6° C.). Procedure: A mixture of 3-[5-(3-bromo-4-fluorophenyl)-4-isoxazolyl]propionic acid (2.38 g), conc. sulfuric acid (0.1 ml) and methanol (100 ml) was refluxed for 4 hr. The reaction mixture was concentrated, water was added to the residue and the mixture was extracted with ethyl acetate. The ethyl acetate layer was washed with saturated brine, dried (MgSO4) and concentrated. The residue was subjected to silica gel column chromatography, and methyl 3-[5-(3-bromo-4-fluorophenyl)-4-isoxazolyl]propionate (2.39 g,... As a reaction SMILES: [Br:1][C:2]1[CH:3]=[C:4]([C:9]2[O:13][N:12]=[CH:11][C:10]=2[CH2:14][CH2:15][C:16]([OH:18])=[O:17])[CH:5]=[CH:6][C:7]=1[F:8].S(=O)(=O)(O)O.[CH3:24]O>>[Br:1][C:2]1[CH:3]=[C:4]([C:9]2[O:13][N:12]=[CH:11][C:10]=2[CH2:14][CH2:15][C:16]([O:18][CH3:24])=[O:17])[CH:5]=[CH:6][C:7]=1[F:8]. The yield is 96.0%. The reactants are BrC=1C=C(C=CC1F)C1=C(C=NO1)CCC(=O)O (3-[5-(3-bromo-4-fluorophenyl)-4-isoxazolyl]propionic acid), S(O)(O)(=O)=O (sulfuric acid), CO (methanol). Yields the product BrC=1C=C(C=CC1F)C1=C(C=NO1)CCC(=O)OC (methyl 3-[5-(3-bromo-4-fluorophenyl)-4-isoxazolyl]propionate). The reactants are Cl (hydrochloric acid), COC=1C=C(C=C(C1OC)OC)C (3,4,5-trimethoxytoluene), CCCCCCCC (octane), ClC1=C(C(=O)Cl)C(=CC=C1)Cl (2,6-dichlorobenzoylchloride). The reagents and catalysts are [Fe](Cl)(Cl)Cl (iron(III)chloride). Solvent: O (water), C(C)OC(C)=O (ethylacetate). Run at temperature 105 celsius. Yields the product ClC1=C(C(=O)C2=C(C(=C(C=C2C)OC)OC)OC)C(=CC=C1)Cl (2,6-Dichloro-2',3',4'-trimethoxy-6'-methyl-benzophenone). Reaction SMILES: [CH3:1][O:2][C:3]1[CH:4]=[C:5]([CH3:13])[CH:6]=[C:7]([O:11][CH3:12])[C:8]=1[O:9][CH3:10].CCCCCCCC.[Cl:22][C:23]1[CH:31]=[CH:30][CH:29]=[C:28]([Cl:32])[C:24]=1[C:25](Cl)=[O:26].Cl>[Fe](Cl)(Cl)Cl.O.C(OC(=O)C)C>[Cl:22][C:23]1[CH:31]=[CH:30][CH:29]=[C:28]([Cl:32])[C:24]=1[C:25]([C:4]1[C:5]([CH3:13])=[CH:6][C:7]([O:11][CH3:12])=[C:8]([O:9][CH3:10])[C:3]=1[O:2][CH3:1])=[O:26]. Procedure: A mixture of 3,4,5-trimethoxytoluene (9.11 g; 50 mmol), octane (25 ml) and iron(III)chloride (50 mg) is stirred at 105° C., and percolating nitrogene 2,6-dichlorobenzoylchloride (12.04 g; 57.5 mmol) is added dropwise within 15 minutes. The mixture is kept at 105° C. and stirred for another 15 minutes. After cooling to 50° C. ethylacetate (50 ml) is added, the mixture shaken twice with 2N hydrochloric acid, once with water and dried. The ethylacetate is evaporated (70° C.) and the liquid cooled w...